This data is from the Open Reaction Database (ORD), a public repository of structured organic reaction records. The task is: describe an organic reaction: reactants, conditions, products, and yield Starting materials: NC[C@H]1N(CCC[C@H]1C)C(=O)C1=C(C=CC(=C1)C)Br (((2S,3R)-2-(aminomethyl)-3-methylpiperidin-1-yl)(2-bromo-5-methylphenyl)methanone), FC1=NC=C(C=C1)C(F)(F)F (2-fluoro-5-(trifluoromethyl)pyridine). Product: BrC1=C(C=C(C=C1)C)C(=O)N1[C@@H]([C@@H](CCC1)C)CNC1=NC=C(C=C1)C(F)(F)F ((2-Bromo-5-methylphenyl)((2S,3R)-3-methyl-2-(((5-(trifluoromethyl)pyridin-2-yl)amino)methyl)piperidin-1-yl)methanone). Reaction SMILES: [NH2:1][CH2:2][C@@H:3]1[C@H:8]([CH3:9])[CH2:7][CH2:6][CH2:5][N:4]1[C:10]([C:12]1[CH:17]=[C:16]([CH3:18])[CH:15]=[CH:14][C:13]=1[Br:19])=[O:11].F[C:21]1[CH:26]=[CH:25][C:24]([C:27]([F:30])([F:29])[F:28])=[CH:23][N:22]=1>>[Br:19][C:13]1[CH:14]=[CH:15][C:16]([CH3:18])=[CH:17][C:12]=1[C:10]([N:4]1[CH2:5][CH2:6][CH2:7][C@@H:8]([CH3:9])[C@H:3]1[CH2:2][NH:1][C:21]1[CH:26]=[CH:25][C:24]([C:27]([F:30])([F:29])[F:28])=[CH:23][N:22]=1)=[O:11]. Procedure details: The title compound was prepared following the same general protocol as described for Example A1, using ((2S,3R)-2-(aminomethyl)-3-methylpiperidin-1-yl)(2-bromo-5-methylphenyl)methanone and 2-fluoro-5-(trifluoromethyl)pyridine. ESI-MS (m/z): 470, 472 [M]+, [M+2]+. Reactants: N[C@@H](CCC(O)=O)C(=O)OC(C)(C)C (H-Glu-OtBu), CCN(C(C)C)C(C)C (DIPEA), C(C)(C)(C)OC(=O)C=1SC(=CC1)CCCCCCCCCCCCC(=O)O (5-(12-carboxydodecyl)-thiophene-2-carboxylic acid tert-butyl ester), [B-](F)(F)(F)F.CN(C)C(=[N+](C)C)ON1C(=O)CCC1=O (TSTU), CCN(C(C)C)C(C)C (DIPEA). Run in CN1CCCC1=O (NMP), C1CCOC1 (THF). Reaction conditions: time 8 hour. The product is C(C)(C)(C)OC([C@H](CCC(=O)O)NC(CCCCCCCCCCCCC=1SC(=CC1)C(=O)OC(C)(C)C)=O)=O ((S)-2-[13-(5-tert-Butoxycarbonylthiophen-2-yl)-tridecanoylamino]-pentanedioic acid 1-tert-butyl ester). Reaction SMILES: [C:1]([O:5][C:6]([C:8]1[S:9][C:10]([CH2:13][CH2:14][CH2:15][CH2:16][CH2:17][CH2:18][CH2:19][CH2:20][CH2:21][CH2:22][CH2:23][CH2:24][C:25]([OH:27])=O)=[CH:11][CH:12]=1)=[O:7])([CH3:4])([CH3:3])[CH3:2].[B-](F)(F)(F)F.CN(C(ON1C(=O)CCC1=O)=[N+](C)C)C.CCN(C(C)C)C(C)C.[NH2:57][C@H:58]([C:64]([O:66][C:67]([CH3:70])([CH3:69])[CH3:68])=[O:65])[CH2:59][CH2:60][C:61](=[O:63])[OH:62]>C1COCC1.CN1C(=O)CCC1>[C:67]([O:66][C:64](=[O:65])[C@@H:58]([NH:57][C:25](=[O:27])[CH2:24][CH2:23][CH2:22][CH2:21][CH2:20][CH2:19][CH2:18][CH2:17][CH2:16][CH2:15][CH2:14][CH2:13][C:10]1[S:9][C:8]([C:6]([O:5][C:1]([CH3:2])([CH3:3])[CH3:4])=[O:7])=[CH:12][CH:11]=1)[CH2:59][CH2:60][C:61]([OH:63])=[O:62])([CH3:70])([CH3:68])[CH3:69] |f:1.2|. Reported procedure: 5-(12-carboxydodecyl)-thiophene-2-carboxylic acid tert-butyl ester (31 mg, 0.0 78 mmol) was treated with TSTU (28.2 mg, 0.094 mmol) and DIPEA (0.016 mL, 0.094 mmol) in THF (1.3 mL) for 2½ hours at room temperature under nitrogen. The solvent was removed in vacuo and the mixture added NMP (1 mL) and H-Glu-OtBu (31.3 mg, 0.154 mmol) and DIPEA (0.027 mL). The mixture was stirred overnight at room temperature. The mixture was separated between diethyl ether (10 mL) and 10% aqueous NaHSO4 (2×10 mL) a... Reactants: CCN, CO, CCOC(C)=O, CN1CCCC1=O, OC12CC3CC(C1)C(Nc1c(-c4noc(C(Cl)(Cl)Cl)n4)cnc4[nH]ccc14)C(C3)C2, C1CCOC1, O. Yields the product CCNc1nc(-c2cnc3[nH]ccc3c2NC2C3CC4CC2CC(O)(C4)C3)no1. Reaction SMILES: [CH2:33]([CH3:34])[NH2:35].[CH3:31][OH:32].[CH3:36][CH2:37][O:38][C:39](=[O:40])[CH3:41].[CH3:47][N:48]1[CH2:49][CH2:50][CH2:51][C:52]1=[O:53].[Cl:1][C:2]([c:3]1[n:4][c:5](-[c:8]2[c:9]([NH:17][CH:18]3[CH:19]4[CH2:20][C:21]5([OH:28])[CH2:22][CH:23]([CH2:24][CH:25]3[CH2:26]5)[CH2:27]4)[c:10]3[c:11]([n:12][cH:13]2)[nH:14][cH:15][cH:16]3)[n:6][o:7]1)([Cl:29])[Cl:30].[O:42]1[CH2:43][CH2:44][CH2:45][CH2:46]1.[OH2:54]>>[c:3]1([NH:35][CH2:33][CH3:34])[n:4][c:5](-[c:8]2[c:9]([NH:17][CH:18]3[CH:19]4[CH2:20][C:21]5([OH:28])[CH2:22][CH:23]([CH2:24][CH:25]3[CH2:26]5)[CH2:27]4)[c:10]3[c:11]([n:12][cH:13]2)[nH:14][cH:15][cH:16]3)[n:6][o:7]1. The reactants are FC1=C2C=CC=C(C2=CC=C1)C=O (5-fluoro-1-naphthaldehyde), CN (methylamine). Yields the product FC1=C2C=CC=C(C2=CC=C1)CNC ((5-Fluoro-1-naphthylmethyl)methylamine). As a reaction SMILES: [F:1][C:2]1[CH:11]=[CH:10][CH:9]=[C:8]2[C:3]=1[CH:4]=[CH:5][CH:6]=[C:7]2[CH:12]=O.[CH3:14][NH2:15]>>[F:1][C:2]1[CH:11]=[CH:10][CH:9]=[C:8]2[C:3]=1[CH:4]=[CH:5][CH:6]=[C:7]2[CH2:12][NH:15][CH3:14]. Procedure details: The compound is obtained from 5-fluoro-1-naphthaldehyde and methylamine analogously to Example 2 as a colourless oil. The reactants are COc1ccc(C2CCCCC2[N+](=O)[O-])cc1OC, CC(=O)O, CCO, [Zn]. Product: COc1ccc(C2CCCCC2N)cc1OC. RXN SMILES: [CH3:1][O:2][c:3]1[c:4]([O:18][CH3:19])[cH:5][c:6]([CH:9]2[CH:10]([N+:15]([O-:16])=[O:17])[CH2:11][CH2:12][CH2:13][CH2:14]2)[cH:7][cH:8]1.[CH3:20][C:21](=[O:22])[OH:23].[CH3:24][CH2:25][OH:26].[Zn:27]>>[CH3:1][O:2][c:3]1[c:4]([O:18][CH3:19])[cH:5][c:6]([CH:9]2[CH:10]([NH2:15])[CH2:11][CH2:12][CH2:13][CH2:14]2)[cH:7][cH:8]1. The reactants are N=1C=CN2C1C=CC(=C2)C(=O)NN (imidazo[1,2-a]pyridine-6-carbohydrazide), COC1=C(C=C(C=C1)CCC(=O)O)C(F)(F)F (3-[4-methoxy-3-(trifluoromethyl)phenyl]propionic acid). Yields the product COC1=C(C=C(C=C1)CCC1=NN=C(O1)C=1C=CC=2N(C1)C=CN2)C(F)(F)F (6-[5-[2-[4-methoxy-3-(trifluoromethyl)phenyl]ethyl]-1,3,4-oxadiazol-2-yl]imidazo[1,2-a]pyridine). Yield: 38.0%. As a reaction SMILES: [N:1]1[CH:2]=[CH:3][N:4]2[CH:9]=[C:8]([C:10]([NH:12][NH2:13])=[O:11])[CH:7]=[CH:6][C:5]=12.[CH3:14][O:15][C:16]1[CH:21]=[CH:20][C:19]([CH2:22][CH2:23][C:24](O)=O)=[CH:18][C:17]=1[C:27]([F:30])([F:29])[F:28]>>[CH3:14][O:15][C:16]1[CH:21]=[CH:20][C:19]([CH2:22][CH2:23][C:24]2[O:11][C:10]([C:8]3[CH:7]=[CH:6][C:5]4[N:4]([CH:3]=[CH:2][N:1]=4)[CH:9]=3)=[N:12][N:13]=2)=[CH:18][C:17]=1[C:27]([F:28])([F:30])[F:29]. Reported procedure: In the same manner as in Example 14 and using imidazo[1,2-a]pyridine-6-carbohydrazide instead of 1H-benzotriazole-5-carbohydrazide and 3-[4-methoxy-3-(trifluoromethyl)phenyl]propionic acid instead of 3-(3-cyanophenyl)propionic acid, the title compound (yield 38%) was obtained as colorless crystals. Starting materials: Cl (hydrochloric acid), O (water), CN(C)CC1=CC=C(O1)CSCCNC(=C[N+](=O)[O-])NC (N-[2-[[[5-(dimethylamino)methyl-2-furanyl] methyl]thio]ethyl]-N′-methyl-2-nitro-1,1-ethenediamine). The solvent is C(C)(C)O (isopropanol), C(C)(=O)OCC (ethyl acetate). The product is Cl.CN(C)CC1=CC=C(O1)CSCCNC(=C[N+](=O)[O-])NC (N-[2-[[[5-(dimethylamino)methyl-2-furanyl]methyl]thio]ethyl]-N′-methyl-2-nitro-1,1-ethenediamine hydrochloride). As a reaction SMILES: [CH3:1][N:2]([CH2:4][C:5]1[O:9][C:8]([CH2:10][S:11][CH2:12][CH2:13][NH:14][C:15]([NH:20][CH3:21])=[CH:16][N+:17]([O-:19])=[O:18])=[CH:7][CH:6]=1)[CH3:3].[ClH:22].O>C(OCC)(=O)C.C(O)(C)C>[ClH:22].[CH3:3][N:2]([CH2:4][C:5]1[O:9][C:8]([CH2:10][S:11][CH2:12][CH2:13][NH:14][C:15]([NH:20][CH3:21])=[CH:16][N+:17]([O-:19])=[O:18])=[CH:7][CH:6]=1)[CH3:1] |f:5.6|. Procedure: Suspend 10.0 g of Z, N-[2-[[[5-(dimethylamino)methyl-2-furanyl] methyl]thio]ethyl]-N′-methyl-2-nitro-1,1-ethenediamine in 100 ml of ethyl acetate. Add dropwise to the mixture 21.95 g of hydrochloric acid (concentration 5.29% mol/mol) in isopropanol, to which the 3% of distilled water was previously added, during 45 minutes, keeping the temperature at 25° C. Stirring vigorously, a white precipitate is obtained. Wash and filter the precipitate with a mixture of ethyl acetate/isopropanol in 80:20 r... Reactants: C(C)O (ethanol), C([O-])(O)=O.[Na+] (sodium bicarbonate), BrCC(=O)OCC (Ethyl bromoacetate), CC1C(NC(NC1=O)=S)=O (5-methyl-2-thiobarbituric acid). Run in O (water). The product is OC1=NC(=NC(=C1C)O)SCC(=O)OCC ((4,6-dihydroxy-5-methyl-2-pyrimidinylthio)acetic acid, ethyl ester). Yield: 54.3%. As a reaction SMILES: C(=O)(O)[O-].[Na+].[CH3:6][CH:7]1[C:12](=[O:13])[NH:11][C:10](=[S:14])[NH:9][C:8]1=[O:15].Br[CH2:17][C:18]([O:20][CH2:21][CH3:22])=[O:19].C(O)C>O>[OH:15][C:8]1[C:7]([CH3:6])=[C:12]([OH:13])[N:11]=[C:10]([S:14][CH2:17][C:18]([O:20][CH2:21][CH3:22])=[O:19])[N:9]=1 |f:0.1|. Procedure: To a solution of 4.0 g (0.0475 mole) of sodium bicarbonate in 40 ml of water was added with stirring 7.5 g (0.0475 mole) of 5-methyl-2-thiobarbituric acid. Ethyl bromoacetate (7.9 g, 0.0475 mole) was then added and 40 ml of ethanol to make a clear solution. After one-half hour a precipitate was formed. Stirring was continued for one-half hour at room temperature. The precipitate was collected and recrystallized from ethanol to give 6.3 g of (4,6-dihydroxy-5-methyl-2-pyrimidinylthio)acetic acid, ... The reactants are C(C1=CC=CC=C1)N(C[C@H](O)C=1C=CC(=C(C1)NC=O)OCC1=CC=CC=C1)CCCCCCOCCC#C (5-((1R)-2-{benzyl[6-(but-3-ynyloxy)hexyl]amino}-1-hydroxyethyl)-2-(benzyloxy)phenylformamide), IC=1C=C(C=CC1)S(=O)(=O)N (3-iodobenzenesulfonamide), cuprous iodide. Reagents/catalysts: [Pd](Cl)Cl.C1(=CC=CC=C1)P(C1=CC=CC=C1)C1=CC=CC=C1.C1(=CC=CC=C1)P(C1=CC=CC=C1)C1=CC=CC=C1 (bis(triphenylphosphine) palladium dichloride). The solvent is C(C)#N (acetonitrile), C(C)N(CC)CC (triethylamine). Yields the product C(C1=CC=CC=C1)N(CCCCCCOCCC#CC=1C=C(C=CC1)S(=O)(=O)N)C[C@H](O)C1=CC(=C(C=C1)OCC1=CC=CC=C1)NC=O (3-(4-{[6-(Benzyl{(2R)-2-[4-(benzyloxy)-3-(formylamino)phenyl]-2-hydroxyethyl}amino)hexyl]oxy}but-1-ynyl)benzenesulfonamide). Isolated yield 51.0%. Reaction SMILES: [CH2:1]([N:8]([CH2:29][CH2:30][CH2:31][CH2:32][CH2:33][CH2:34][O:35][CH2:36][CH2:37][C:38]#[CH:39])[CH2:9][C@@H:10]([C:12]1[CH:13]=[CH:14][C:15]([O:21][CH2:22][C:23]2[CH:28]=[CH:27][CH:26]=[CH:25][CH:24]=2)=[C:16]([NH:18][CH:19]=[O:20])[CH:17]=1)[OH:11])[C:2]1[CH:7]=[CH:6][CH:5]=[CH:4][CH:3]=1.I[C:41]1[CH:42]=[C:43]([S:47]([NH2:50])(=[O:49])=[O:48])[CH:44]=[CH:45][CH:46]=1>C(#N)C.C(N(CC)CC)C.[Pd](Cl)Cl.C1(P(C2C=CC=CC=2)C2C=CC=CC=2)C=CC=CC=1.C1(P(C2C=CC=CC=2)C2C=CC=CC=2)C=CC=CC=1>[CH2:1]([N:8]([CH2:9][C@@H:10]([C:12]1[CH:13]=[CH:14][C:15]([O:21][CH2:22][C:23]2[CH:24]=[CH:25][CH:26]=[CH:27][CH:28]=2)=[C:16]([NH:18][CH:19]=[O:20])[CH:17]=1)[OH:11])[CH2:29][CH2:30][CH2:31][CH2:32][CH2:33][CH2:34][O:35][CH2:36][CH2:37][C:38]#[C:39][C:41]1[CH:42]=[C:43]([S:47]([NH2:50])(=[O:49])=[O:48])[CH:44]=[CH:45][CH:46]=1)[C:2]1[CH:7]=[CH:6][CH:5]=[CH:4][CH:3]=1 |f:4.5.6|. Procedure: A stirred solution of 5-((1R)-2-{benzyl[6-(but-3-ynyloxy)hexyl]amino}-1-hydroxyethyl)-2-(benzyloxy)phenylformamide (500 mg) and 3-iodobenzenesulfonamide (340 mg) in acetonitrile (10 ml) and triethylamine (10 ml) with cuprous iodide (50 mg) and bis(triphenylphosphine) palladium dichloride (100 mg) was stirred at ambient temperature under nitrogen for 2 h. The mixture was evaporated in vacuo and the residue was purified by chromatography on Biotage (40 g) cartridge eluting with light petroleum 40-...